From a dataset of the Open Reaction Database (ORD), a public repository of structured organic reaction records. describe an organic reaction: reactants, conditions, products, and yield As a reaction SMILES: [CH2:1]([O:3][CH:4]([O:6][CH2:7][C:8]#[CH:9])[CH3:5])[CH3:2].C([Li])CCC.[CH3:15][C:16]1[CH:23]=[CH:22][C:19]([CH:20]=[O:21])=[CH:18][CH:17]=1.[Cl-].[NH4+]>O1CCCC1>[CH2:1]([O:3][CH:4]([O:6][CH2:7][C:8]#[C:9][CH:20]([C:19]1[CH:22]=[CH:23][C:16]([CH3:15])=[CH:17][CH:18]=1)[OH:21])[CH3:5])[CH3:2] |f:3.4|. Procedure: A solution of 5 g (33 mmol) of 1-(1-ethoxyethoxy)-2-propyne in 84 ml of tetrahydrofuran was treated at -78° under argon with 24.4 ml of n-butyllithium (1.6M in hexane). The mixture was stirred at -40° for 30 minutes and then a solution of 4.6 ml (33 mmol) of 4-methylbenzaldehyde in 34 ml of tetrahydrofuran was added within 10 minutes. The reaction mixture was warmed to 0° , stirred at 0° for a further 1 hour and then treated with 60 ml of saturated ammonium chloride solution. The aqueous phase w... Conditions: time 30 minute. Solvent: O1CCCC1 (tetrahydrofuran), O1CCCC1 (tetrahydrofuran). The product is C(C)OC(C)OCC#CC(O)C1=CC=C(C=C1)C (4-(1-ethoxyethoxy)-1-(4-methylphenyl)-2 -butyn-1-ol). The reactants are C(C)OC(C)OCC#C (1-(1-ethoxyethoxy)-2-propyne), C(CCC)[Li] (n-butyllithium), CC1=CC=C(C=O)C=C1 (4-methylbenzaldehyde), [Cl-].[NH4+] (ammonium chloride). The reactants are Cc1ccc(S(=O)(=O)OCC2Cc3cc(C)cc(-c4ccccc4F)c3O2)cc1, CN, Cl. Yields the product CNCC1Cc2cc(C)cc(-c3ccccc3F)c2O1. Reaction SMILES: [CH3:2][c:3]1[cH:4][cH:5][c:6]([S:7]([O:8][CH2:13][CH:14]2[O:15][c:16]3[c:17]([cH:19][c:20]([CH3:30])[cH:21][c:22]3-[c:23]3[c:24]([F:29])[cH:25][cH:26][cH:27][cH:28]3)[CH2:18]2)(=[O:9])=[O:10])[cH:11][cH:12]1.[CH3:31][NH2:32].[ClH:1]>>[CH2:13]([CH:14]1[O:15][c:16]2[c:17]([cH:19][c:20]([CH3:30])[cH:21][c:22]2-[c:23]2[c:24]([F:29])[cH:25][cH:26][cH:27][cH:28]2)[CH2:18]1)[NH:32][CH3:31]. Reactants: C[Al](C)C (trimethylaluminum), O (water), C(C1=CC=CC=C1)N (benzylamine), COC(=O)C=1SC=CC1NC=1C2=C(N=CN1)NC=C2 (3-(7H-pyrrolo[2,3-d]pyrimidin-4-ylamino)-thiophene-2-carboxylic acid methyl ester). The solvent is C1(=CC=CC=C1)C (toluene), CO (methanol), C1(=CC=CC=C1)C (toluene). Reaction conditions: temperature 105 celsius, time 2 hour. Product: C(C1=CC=CC=C1)NC(=O)C=1SC=CC1NC=1C2=C(N=CN1)NC=C2 (3-(7H-pyrrolo[2,3-d]pyrimidin-4-ylamino)-thiophene-2-carboxylic acid benzylamide). Isolated yield 41.3%. Reaction SMILES: [CH2:1]([NH2:8])[C:2]1[CH:7]=[CH:6][CH:5]=[CH:4][CH:3]=1.C[Al](C)C.C[O:14][C:15]([C:17]1[S:18][CH:19]=[CH:20][C:21]=1[NH:22][C:23]1[C:24]2[CH:31]=[CH:30][NH:29][C:25]=2[N:26]=[CH:27][N:28]=1)=O.O>C1(C)C=CC=CC=1.CO>[CH2:1]([NH:8][C:15]([C:17]1[S:18][CH:19]=[CH:20][C:21]=1[NH:22][C:23]1[C:24]2[CH:31]=[CH:30][NH:29][C:25]=2[N:26]=[CH:27][N:28]=1)=[O:14])[C:2]1[CH:7]=[CH:6][CH:5]=[CH:4][CH:3]=1. Procedure: To a solution of benzylamine (99 μl; 98 mg; 0.91 mmol) in anhydrous toluene (3 mL) placed in a sealed tube under nitrogen was added a solution of trimethylaluminum (365 μl; 2 M; 0.73 mmol) in toluene. The colorless solution was stirred at 25° C. for 1 h, before 3-(7H-pyrrolo[2,3-d]pyrimidin-4-ylamino)-thiophene-2-carboxylic acid methyl ester (50 mg; 0.18 mmol) was added and the resulting yellow suspension was heated to 105° C. overnight. The reaction mixture was allowed to cool down before water... Reactants: ClC(Cl)(Cl)Cl, COC(=O)c1cc2c3c(cc(OCc4ccccc4)c2[nH]1)N(C(=O)OC(C)(C)C)CC3CO, ClCCl, c1ccc(P(c2ccccc2)c2ccccc2)cc1. Product: COC(=O)c1cc2c3c(cc(OCc4ccccc4)c2[nH]1)N(C(=O)OC(C)(C)C)CC3CCl. RXN SMILES: [C:53]([Cl:54])([Cl:55])([Cl:56])[Cl:57].[CH2:1]([c:2]1[cH:3][cH:4][cH:5][cH:6][cH:7]1)[O:8][c:9]1[cH:10][c:11]2[c:12]([c:13]3[cH:14][c:15]([C:18](=[O:19])[O:20][CH3:21])[nH:16][c:17]13)[CH:22]([CH2:32][OH:33])[CH2:23][N:24]2[C:25](=[O:26])[O:27][C:28]([CH3:29])([CH3:30])[CH3:31].[Cl:58][CH2:59][Cl:60].[c:34]1([P:35]([c:36]2[cH:37][cH:38][cH:39][cH:40][cH:41]2)[c:42]2[cH:43][cH:44][cH:45][cH:46][cH:47]2)[cH:48][cH:49][cH:50][cH:51][cH:52]1>>[CH2:1]([c:2]1[cH:3][cH:4][cH:5][cH:6][cH:7]1)[O:8][c:9]1[cH:10][c:11]2[c:12]([c:13]3[cH:14][c:15]([C:18](=[O:19])[O:20][CH3:21])[nH:16][c:17]13)[CH:22]([CH2:32][Cl:54])[CH2:23][N:24]2[C:25](=[O:26])[O:27][C:28]([CH3:29])([CH3:30])[CH3:31]. Reactants: C(C1=CC=CC=C1)N1CC(CC1)N1CN2C(NCC2=O)=C1 (6-(1-Benzyl-3-pyrrolidinyl)-1,2-dihydro-3H-imidazo[1,5-a]imidazol-3-one), C(=O)[O-].[NH4+] (ammonium formate). The reagents and catalysts are [C].[Pd] (palladium carbon). The solvent is CO (methanol). The product is N1CC(CC1)N1CN2C(NCC2=O)=C1 (6-(3-pyrrolidinyl)-1,2-dihydro-3H-imidazo[1,5-a]imidazol-3-one). Yield: 75.9%. Reaction SMILES: C([N:8]1[CH2:12][CH2:11][CH:10]([N:13]2[CH:21]=[C:16]3[NH:17][CH2:18][C:19](=[O:20])[N:15]3[CH2:14]2)[CH2:9]1)C1C=CC=CC=1.C([O-])=O.[NH4+]>CO.[C].[Pd]>[NH:8]1[CH2:12][CH2:11][CH:10]([N:13]2[CH:21]=[C:16]3[NH:17][CH2:18][C:19](=[O:20])[N:15]3[CH2:14]2)[CH2:9]1 |f:1.2,4.5|. Reported procedure: 6-(1-Benzyl-3-pyrrolidinyl)-1,2-dihydro-3H-imidazo[1,5-a]imidazol-3-one (2.7 g) obtained in Example 87a), ammonium formate (1.8 g) and 10% palladium carbon (0.54 g) suspended in methanol (100 ml), and heated under reflux for 2 hours. After cooling to room temperature, the precipitate was filtered using Celite, and then the filtrate was concentrated under reduced pressure. To the residue was added a mixed solvent (ethyl acetate:chloroform=5:1), the precipitate was filtered off, and then the filtr... Starting materials: NC1=C(C=C(C=C1)C1=CSC2=C1C(=NC=C2)N)F (3-(4-amino-3-fluorophenyl)thieno[3,2-c]pyridin-4-amine), N(=C=O)C1=CC(=CC=C1)C (1-isocyanato-3-methylbenzene). Solvent: ClCCl (dichloromethane). Reaction conditions: time 8 hour. The product is NC1=NC=CC2=C1C(=CS2)C2=CC(=C(C=C2)NC(=O)NC2=CC(=CC=C2)C)F (N-[4-(4-aminothieno[3,2-c]pyridin-3-yl)-2-fluorophenyl]-N′-(3-methylphenyl)urea). The yield is 39.3%. RXN SMILES: [NH2:1][C:2]1[CH:7]=[CH:6][C:5]([C:8]2[C:12]3[C:13]([NH2:17])=[N:14][CH:15]=[CH:16][C:11]=3[S:10][CH:9]=2)=[CH:4][C:3]=1[F:18].[N:19]([C:22]1[CH:27]=[CH:26][CH:25]=[C:24]([CH3:28])[CH:23]=1)=[C:20]=[O:21]>ClCCl>[NH2:17][C:13]1[C:12]2[C:8]([C:5]3[CH:6]=[CH:7][C:2]([NH:1][C:20]([NH:19][C:22]4[CH:27]=[CH:26][CH:25]=[C:24]([CH3:28])[CH:23]=4)=[O:21])=[C:3]([F:18])[CH:4]=3)=[CH:9][S:10][C:11]=2[CH:16]=[CH:15][N:14]=1. Reported procedure: A solution of Example 1C (125 mg, 0.48 mmol) in dichloromethane (1 mL) was treated with 1-isocyanato-3-methylbenzene (0.065 mL, 0.5 mmol), stirred overnight at room temperature, and filtered. The filter cake was purified by preparative HPLC on a Waters Symmetry C8 column (25 mm×100 mm, 7 μm particle size) using a solvent gradient of 10% to 100% acetonitrile/10 mM aqueous ammonium acetate over 8 minutes (10 minute run time) at a flow rate of 40 mL/minute to provide 74 mg of the desired product. 1... Reactants: OCC1=C(N=C(N1)CCC)I (5-hydroxymethyl-4-iodo-2-n-propylimidazole), ceric ammonium nitrate, [OH-].[Na+] (sodium hydroxide). Solvent: O (water), C(C)(=O)O (acetic acid). Reaction conditions: temperature 20 celsius, time 1 hour. The product is IC=1N=C(NC1C=O)CCC (4-iodo-2-n-propylimidazole-5-carboxaldehyde). Isolated yield 84.2%. RXN SMILES: [OH:1][CH2:2][C:3]1[NH:7][C:6]([CH2:8][CH2:9][CH3:10])=[N:5][C:4]=1[I:11].[OH-].[Na+]>C(O)(=O)C.O>[I:11][C:4]1[N:5]=[C:6]([CH2:8][CH2:9][CH3:10])[NH:7][C:3]=1[CH:2]=[O:1] |f:1.2|. Procedure: To a solution of 35.8 g of 5-hydroxymethyl-4-iodo-2-n-propylimidazole in 325 mL of glacial acetic acid at 20° C. was added dropwise over 1 h 290 mL of 1.0N aqueous ceric ammonium nitrate solution. The resulting mixture was stirred at 20° C. for 1 h. The reaction mixture then was diluted with water, adjusted to pH 5-6 employing aqueous sodium hydroxide solution, and extracted with chloroform. The combined organic phases were washed with water and brine, dried over anhydrous sodium sulfate, filter... Starting materials: [Al+3], C1CCOC1, [H-], [H-], [H-], [H-], [Li+], CC(O)(C#N)c1ccccn1. The product is CC(O)(CN)c1ccccn1. RXN SMILES: [Al+3:2].[CH2:18]1[O:19][CH2:20][CH2:21][CH2:22]1.[H-:1].[H-:4].[H-:5].[H-:6].[Li+:3].[OH:7][C:8]([C:9]#[N:10])([CH3:11])[c:12]1[n:13][cH:14][cH:15][cH:16][cH:17]1>>[OH:7][C:8]([CH2:9][NH2:10])([CH3:11])[c:12]1[n:13][cH:14][cH:15][cH:16][cH:17]1. Reactants: O1C=CC2=C1C=CC=C2OS(=O)(=O)C(F)(F)F (Trifluoro-methanesulfonic acid benzofuran-4-yl ester), COC(NC1=CC(=CC(=C1)C(=O)C1=CC(=NC=C1)OC)Br)=O ([3-bromo-5-(2-methoxy-pyridine-4-carbonyl)-phenyl]-carbamic acid methyl ester), CC1(OB(OC1(C)C)C1=CC=CC2=C1C=CO2)C (4-(4,4,5,5-tetramethyl-[1,3,2]dioxaborolan-2-yl)-benzofuran), CC1(OB(OC1(C)C)C1=CC=CC2=C1C=CO2)C (4-(4,4,5,5-tetramethyl-[1,3,2]dioxaborolan-2-yl)-benzofuran). The product is COC(NC1=C(C=CC(=C1)C(=O)C1=CC(=NC=C1)OC)C1=CC=CC=2OC=CC21)=O ([3-benzofuran-4-yl-5-(2-methoxy-pyridine-4-carbonyl)-phenyl]-carbamic acid methyl ester). As a reaction SMILES: [O:1]1[C:5]2[CH:6]=[CH:7][CH:8]=[C:9](OS(C(F)(F)F)(=O)=O)[C:4]=2[CH:3]=[CH:2]1.CC1(C)C(C)(C)OB(C2C3C=COC=3C=CC=2)O1.[CH3:36][O:37][C:38](=[O:57])[NH:39][C:40]1[CH:45]=[C:44]([C:46]([C:48]2[CH:53]=[CH:52][N:51]=[C:50]([O:54][CH3:55])[CH:49]=2)=[O:47])[CH:43]=[C:42](Br)[CH:41]=1>>[CH3:36][O:37][C:38](=[O:57])[NH:39][C:40]1[CH:45]=[C:44]([C:46]([C:48]2[CH:53]=[CH:52][N:51]=[C:50]([O:54][CH3:55])[CH:49]=2)=[O:47])[CH:43]=[CH:42][C:41]=1[C:9]1[C:4]2[CH:3]=[CH:2][O:1][C:5]=2[CH:6]=[CH:7][CH:8]=1. Procedure: Trifluoro-methanesulfonic acid benzofuran-4-yl ester was converted to 4-(4,4,5,5-tetramethyl-[1,3,2]dioxaborolan-2-yl)-benzofuran using conditions described in Wang, Y.-C. and Georghiou, P. E., Org. Lett. 4: 2675-78 (2002). The Suzuki coupling of 4-(4,4,5,5-tetramethyl-[1,3,2]dioxaborolan-2-yl)-benzofuran to [3-bromo-5-(2-methoxy-pyridine-4-carbonyl)-phenyl]-carbamic acid methyl ester was carried out as described in Example 75 to give [3-benzofuran-4-yl-5-(2-methoxy-pyridine-4-carbonyl)-phenyl]-... Starting materials: [Br-], CCOCC, C=CC[Mg+], CC(=O)[O-], CC=O, CCCCCCCCCCCC=O, [Na+], OO. Product: C=CCC(O)CCCCCCCCCCC. As a reaction SMILES: [Br-:1].[CH2:29]([O:30][CH2:31][CH3:32])[CH3:33].[CH2:2]([CH:3]=[CH2:4])[Mg+:5].[CH3:23][C:24](=[O:25])[O-:26].[CH:19](=[O:20])[CH3:21].[CH:6]([CH2:7][CH2:8][CH2:9][CH2:10][CH2:11][CH2:12][CH2:13][CH2:14][CH2:15][CH2:16][CH3:17])=[O:18].[Na+:22].[OH:27][OH:28]>>[CH2:2]([CH:3]=[CH2:4])[CH:6]([CH2:7][CH2:8][CH2:9][CH2:10][CH2:11][CH2:12][CH2:13][CH2:14][CH2:15][CH2:16][CH3:17])[OH:18].